Dataset: the Open Reaction Database (ORD), a public repository of structured organic reaction records. Task: describe an organic reaction: reactants, conditions, products, and yield Reactants: Brc1cccc(CN2CCOCC2)n1, CC(C)[N-]C(C)C, CC(C)C=O, [Li+], C1CCOC1. The product is CC(C)C(O)C(c1cccc(Br)n1)N1CCOCC1. As a reaction SMILES: [Br:1][c:2]1[cH:3][cH:4][cH:5][c:6]([CH2:8][N:9]2[CH2:10][CH2:11][O:12][CH2:13][CH2:14]2)[n:7]1.[CH3:16][CH:17]([N-:18][CH:19]([CH3:20])[CH3:21])[CH3:22].[CH:23]([CH:24]([CH3:25])[CH3:26])=[O:27].[Li+:15].[O:28]1[CH2:29][CH2:30][CH2:31][CH2:32]1>>[Br:1][c:2]1[cH:3][cH:4][cH:5][c:6]([CH:8]([N:9]2[CH2:10][CH2:11][O:12][CH2:13][CH2:14]2)[CH:23]([CH:24]([CH3:25])[CH3:26])[OH:27])[n:7]1. Reactants: C1CCOC1, CCC(C)Oc1cc(F)ccc1C=CC(=O)OC, CO, [Li+], [OH-]. The product is CCC(C)Oc1cc(F)ccc1C=CC(=O)O. Reaction SMILES: [CH2:21]1[O:22][CH2:23][CH2:24][CH2:25]1.[CH3:1][O:2][C:3]([CH:4]=[CH:5][c:6]1[c:7]([O:13][CH:14]([CH3:15])[CH2:16][CH3:17])[cH:8][c:9]([F:12])[cH:10][cH:11]1)=[O:18].[CH3:26][OH:27].[Li+:20].[OH-:19]>>[O:2]=[C:3]([CH:4]=[CH:5][c:6]1[c:7]([O:13][CH:14]([CH3:15])[CH2:16][CH3:17])[cH:8][c:9]([F:12])[cH:10][cH:11]1)[OH:18]. Starting materials: CC(C)(C)OC(=O)Nn1cccc1, Fc1ccccc1CCl, [H-], [Na+]. Product: CC(C)(C)OC(=O)N(Cc1ccccc1F)n1cccc1. Reaction SMILES: [C:1]([CH3:2])([CH3:3])([CH3:4])[O:5][C:6]([NH:7][n:8]1[cH:9][cH:10][cH:11][cH:12]1)=[O:13].[F:14][c:15]1[c:16]([CH2:17][Cl:18])[cH:19][cH:20][cH:21][cH:22]1.[H-:23].[Na+:24]>>[C:1]([CH3:2])([CH3:3])([CH3:4])[O:5][C:6]([N:7]([n:8]1[cH:9][cH:10][cH:11][cH:12]1)[CH2:17][c:16]1[c:15]([F:14])[cH:22][cH:21][cH:20][cH:19]1)=[O:13].